Task: describe an organic reaction: reactants, conditions, products, and yield. Dataset: the Open Reaction Database (ORD), a public repository of structured organic reaction records Yields the product S1C(=NC=C1)CNCCN (N-(2-thiazolylmethyl)ethylenediamine). Procedure: Reacting ethylenediamine with 2-chloromethylthiazole by the procedure of Example 34 gives N-(2-thiazolylmethyl)ethylenediamine. Reacting this intermediate with S-methyl-N-nitroisothiourea by the procedure of Example 2(ii) gives N-nitro-N'-[2-(2-thiazolylmethylamino)ethyl]guanidine. Treatment with hydrobromic acid gives the hydrobromide salt. Reactants: C(CN)N (ethylenediamine), ClCC=1SC=CN1 (2-chloromethylthiazole). RXN SMILES: [CH2:1]([NH2:4])[CH2:2][NH2:3].Cl[CH2:6][C:7]1[S:8][CH:9]=[CH:10][N:11]=1>>[S:8]1[CH:9]=[CH:10][N:11]=[C:7]1[CH2:6][NH:3][CH2:2][CH2:1][NH2:4]. Starting materials: [H-].C(C(C)C)[Al+]CC(C)C (DIBAL-H), BrC1=CC=C(C=C1)CC(=O)OCC (ethyl (4-bromophenyl)acetate), BrC1=CC=C(C=C1)CC(=O)OCC (ethyl (4-bromophenyl)acetate), [H-].C(C(C)C)[Al+]CC(C)C (diisobutyl aluminum hydride). The solvent is C(Cl)Cl (CH2Cl2). Conditions: temperature -78 celsius. Yields the product BrC1=CC=C(C=C1)CC=O ((4-bromophenyl)acetaldehyde). Reaction SMILES: [Br:1][C:2]1[CH:7]=[CH:6][C:5]([CH2:8][C:9](OCC)=[O:10])=[CH:4][CH:3]=1.[H-].C([Al+]CC(C)C)C(C)C>C(Cl)Cl>[Br:1][C:2]1[CH:7]=[CH:6][C:5]([CH2:8][CH:9]=[O:10])=[CH:4][CH:3]=1 |f:1.2|. Reported procedure: To a cold solution (-78° C.) of 15 g (62 mmol) of ethyl (4-bromophenyl)acetate (Compound A) in 150 ml of CH2Cl2 was added dropwise (over a span of 1 hour) 65 ml (65 mmol) of diisobutyl aluminum hydride (DIBAL-H, 1M solution in hexane). After the DIBAL-H addition was complete, the reaction was stirred at -78° C. for an additional hour. The reaction was quenched by the dropwise addition of methanol (10 ml), followed by water (10 ml) and 10% HCl (40 ml). The mixture was then warmed to 0° C., stirre... The reactants are C(\C=C\C)(=O)N1C(OC[C@@H]1C1=CC=CC=C1)=O ((4S)-3-[(2E)-But-2-enoyl]-4-phenyl-1,3-oxazolidin-2-one), resultant mixture, resultant mixture, FC1=CC=C(C=C1)[Mg]Br (4-fluorophenylmagnesium bromide). Run in C1CCOC1 (THF), C1CCOC1 (THF), CSC (dimethylsulfide). Run at temperature -10 celsius, time 12 hour. Product: FC1=CC=C(C=C1)[C@@H](CC(=O)N1C(OC[C@@H]1C1=CC=CC=C1)=O)C ((4S)-3-[(3R)-3-(4-Fluorophenyl)butanoyl]-4-phenyl-1,3-oxazolidin-2-one). Reaction SMILES: [F:1][C:2]1[CH:7]=[CH:6][C:5]([Mg]Br)=[CH:4][CH:3]=1.[C:10]([N:15]1[C@@H:19]([C:20]2[CH:25]=[CH:24][CH:23]=[CH:22][CH:21]=2)[CH2:18][O:17][C:16]1=[O:26])(=[O:14])/[CH:11]=[CH:12]/[CH3:13]>C1COCC1.CSC>[F:1][C:2]1[CH:7]=[CH:6][C:5]([C@H:12]([CH3:13])[CH2:11][C:10]([N:15]2[C@@H:19]([C:20]3[CH:25]=[CH:24][CH:23]=[CH:22][CH:21]=3)[CH2:18][O:17][C:16]2=[O:26])=[O:14])=[CH:4][CH:3]=1. Reported procedure: To a stirred solution of copper(II)bromide dimethylsulfide complex (6.85 g, 33.3 mmol) in anhydrous THF (60 mL) and dimethylsulfide (30 mL) was added 4-fluorophenylmagnesium bromide (30.0 mL, 1.0 M in THF, 30.0 mmol) at −40° C. The resultant mixture was stirred at −40° C. for 30 min, then warmed to −10° C. The product from Step A (1.18 g, 5.10 mmol) in THF (30 mL) was added to the above reaction mixture over 1 h at −10° C. The resultant mixture was stirred at −10° C. for 2 h, then slowly warmed ... The reactants are BrC=1C=CC=C2CC(NC12)=O (7-bromo-1,3-dihydro-2H-indol-2-one), C([O-])([O-])=O.[Cs+].[Cs+] (cesium carbonate), IC (iodomethane), CN(C)C=O (DMF). Reaction conditions: time 18 hour. Yields the product BrC=1C=CC=C2C(C(N(C12)C)=O)(C)C (7-Bromo-1,3,3-trimethyl-1,3-dihydro-2H-indol-2-one). RXN SMILES: [Br:1][C:2]1[CH:3]=[CH:4][CH:5]=[C:6]2C=1N[C:8](=O)[CH2:7]2.[C:12](=O)([O-])[O-].[Cs+].[Cs+].IC.[CH3:20][N:21]([CH:23]=[O:24])[CH3:22]>>[Br:1][C:2]1[CH:3]=[CH:4][CH:5]=[C:6]2[C:20]=1[N:21]([CH3:22])[C:23](=[O:24])[C:7]2([CH3:8])[CH3:12] |f:1.2.3|. Procedure details: To a solution of 7-bromo-1,3-dihydro-2H-indol-2-one (200 mg, 0.94 mmol) in DMF (5 mL) were added cesium carbonate (676 mg, 2.07 mmol) and iodomethane (294 mg, 2.07 mmol). The reaction mixture was stirred at ambient temperature for 18 h, then partitioned between H2O (50 mL) and EtOAc (100 mL). The organic extract was dried over Na2SO4, filtered, and concentrated in vacuo. The crude product was purified by silica gel chromatography, eluting with a gradient of hexane:EtOAc—100:0 to 85:15, to give t... Starting materials: C(C)S(=O)(=O)N1CCC(CC1)C1=CNC2=C(C=C(C=C12)C1=CSC(=C1)CN1C(CCC1)CCC)C(=O)N (3-[1-(ethylsulfonyl)-4-piperidinyl]-5-{5-[(2-propyl-1-pyrrolidinyl)methyl]-3-thienyl}-1H-indole-7-carboxamide), C(CC)C1NCCC1 (2-propylpyrrolidine). Yields the product C(C)S(=O)(=O)N1CCC(CC1)C1=CNC2=C(C=C(C=C12)C1=CSC(=C1)CN1C(CCC1)CC(C)C)C(=O)N (3-[1-(ethylsulfonyl)-4-piperidinyl]-5-(5-{[2-(2-methylpropyl)-1-pyrrolidinyl]methyl}-3-thienyl)-1H-indole-7-carboxamide). Isolated yield 21.6%. RXN SMILES: [CH2:1]([S:3]([N:6]1[CH2:11][CH2:10][CH:9]([C:12]2[C:20]3[C:15](=[C:16]([C:35]([NH2:37])=[O:36])[CH:17]=[C:18]([C:21]4[CH:25]=[C:24]([CH2:26][N:27]5[CH2:31][CH2:30][CH2:29][CH:28]5[CH2:32][CH2:33][CH3:34])[S:23][CH:22]=4)[CH:19]=3)[NH:14][CH:13]=2)[CH2:8][CH2:7]1)(=[O:5])=[O:4])[CH3:2].[CH2:38](C1CCCN1)CC>>[CH2:1]([S:3]([N:6]1[CH2:11][CH2:10][CH:9]([C:12]2[C:20]3[C:15](=[C:16]([C:35]([NH2:37])=[O:36])[CH:17]=[C:18]([C:21]4[CH:25]=[C:24]([CH2:26][N:27]5[CH2:31][CH2:30][CH2:29][CH:28]5[CH2:32][CH:33]([CH3:38])[CH3:34])[S:23][CH:22]=4)[CH:19]=3)[NH:14][CH:13]=2)[CH2:8][CH2:7]1)(=[O:4])=[O:5])[CH3:2]. Procedure details: The title compound was prepared according to the general procedure of 3-[1-(ethylsulfonyl)-4-piperidinyl]-5-{5-[(2-propyl-1-pyrrolidinyl)methyl]-3-thienyl}-1H-indole-7-carboxamide, substituting 2-(2-methylpropyl)pyrrolidine (127 mg, 1.0 mmol) for 2-propylpyrrolidine to afford 12.0 mg of the title compound (21.6%). The reactants are O=C1CC(=NN1C1=C(C=C(C=C1Cl)Cl)Cl)N(C(C1=CC(=CC=C1)N)=O)C (N-[4,5-Dihydro-5-oxo-1-(2,4,6-trichlorophenyl)-1H-pyrazol-3-yl]-N-methyl-3-aminobenzamide), [OH-].[Na+] (sodium hydroxide), C(C)(C)(CC)C1=C(OCC(=O)Cl)C=CC(=C1)C(C)(C)CC (2,4-Di-t-pentylphenoxyacetyl chloride), Cl (hydrochloric acid). The solvent is O1CCCC1 (tetrahydrofuran), N1=CC=CC=C1 (pyridine), O (water), O1CCCC1 (tetrahydrofuran), O1CCCC1 (tetrahydrofuran). Conditions: time 1 hour. The product is O=C1CC(=NN1C1=C(C=C(C=C1Cl)Cl)Cl)N(C(C1=CC(=CC=C1)NC(COC1=C(C=C(C=C1)C(C)(C)CC)C(C)(C)CC)=O)=O)C (N-[4,5-Dihydro-5-oxo-1-(2,4,6-trichlorophenyl)-1H-pyrazol-3-yl]-N-methyl-3-(2,4-di-t-pentylphenoxyacetamido)benzamide). Reaction SMILES: [O:1]=[C:2]1[N:6]([C:7]2[C:12]([Cl:13])=[CH:11][C:10]([Cl:14])=[CH:9][C:8]=2[Cl:15])[N:5]=[C:4]([N:16]([CH3:26])[C:17](=[O:25])[C:18]2[CH:23]=[CH:22][CH:21]=[C:20]([NH2:24])[CH:19]=2)[CH2:3]1.[C:27]([C:32]1[CH:42]=[C:41]([C:43]([CH2:46][CH3:47])([CH3:45])[CH3:44])[CH:40]=[CH:39][C:33]=1[O:34][CH2:35][C:36](Cl)=[O:37])([CH2:30][CH3:31])([CH3:29])[CH3:28].Cl.[OH-].[Na+]>O1CCCC1.N1C=CC=CC=1.O>[O:1]=[C:2]1[N:6]([C:7]2[C:8]([Cl:15])=[CH:9][C:10]([Cl:14])=[CH:11][C:12]=2[Cl:13])[N:5]=[C:4]([N:16]([CH3:26])[C:17](=[O:25])[C:18]2[CH:23]=[CH:22][CH:21]=[C:20]([NH:24][C:36](=[O:37])[CH2:35][O:34][C:33]3[CH:39]=[CH:40][C:41]([C:43]([CH2:46][CH3:47])([CH3:45])[CH3:44])=[CH:42][C:32]=3[C:27]([CH2:30][CH3:31])([CH3:29])[CH3:28])[CH:19]=2)[CH2:3]1 |f:3.4|. Procedure: N-[4,5-Dihydro-5-oxo-1-(2,4,6-trichlorophenyl)-1H-pyrazol-3-yl]-N-methyl-3-aminobenzamide (8.2 g, 19.9 mmole) was dissolved in a mixture of tetrahydrofuran (100 ml) and pyridine (20 ml) and cooled in an ice bath. 2,4-Di-t-pentylphenoxyacetyl chloride (20.5 mmole) was dissolved in tetrahydrofuran (20 ml) and added dropwise to the stirred mixture. Stirring was continued for 1 hr and the mixture was then poured into stirred dilute hydrochloric acid (1.51), the oil extracted into ethyl acetate and t... The reactants are NC1=NC(=CC(=N1)N1CCC2(C[C@H](NC2)C(=O)OCC)CC1)O[C@@H](C(F)(F)F)C1=C(C=C(C=C1)C1=CC=CC=C1)N1N=C(C=C1)C ((S)-ethyl 8-(2-amino-6-((R)-2,2,2-trifluoro-1-(3-(3-methyl-1H-pyrazol-1-yl)-[1,1′-biphenyl]-4-yl)ethoxy)pyrimidin-4-yl)-2,8-diazaspiro[4.5]decane-3-carboxylate), O.[OH-].[Li+] (lithium hydroxide monohydrate), Cl (HCl). Solvent: C1CCOC1 (THF), O (water). Reaction conditions: time 2 hour. The product is NC1=NC(=CC(=N1)N1CCC2(C[C@H](NC2)C(=O)O)CC1)O[C@@H](C(F)(F)F)C1=C(C=C(C=C1)C1=CC=CC=C1)N1N=C(C=C1)C ((S)-8-(2-amino-6-((R)-2,2,2-trifluoro-1-(3-(3-methyl-1H-pyrazol-1-yl)-[1,1′-biphenyl]-4-yl)ethoxy)pyrimidin-4-yl)-2,8-diazaspiro[4.5]decane-3-carboxylic acid). As a reaction SMILES: [NH2:1][C:2]1[N:7]=[C:6]([N:8]2[CH2:22][CH2:21][C:11]3([CH2:15][NH:14][C@H:13]([C:16]([O:18]CC)=[O:17])[CH2:12]3)[CH2:10][CH2:9]2)[CH:5]=[C:4]([O:23][C@H:24]([C:29]2[CH:34]=[CH:33][C:32]([C:35]3[CH:40]=[CH:39][CH:38]=[CH:37][CH:36]=3)=[CH:31][C:30]=2[N:41]2[CH:45]=[CH:44][C:43]([CH3:46])=[N:42]2)[C:25]([F:28])([F:27])[F:26])[N:3]=1.O.[OH-].[Li+].Cl>C1COCC1.O>[NH2:1][C:2]1[N:7]=[C:6]([N:8]2[CH2:9][CH2:10][C:11]3([CH2:15][NH:14][C@H:13]([C:16]([OH:18])=[O:17])[CH2:12]3)[CH2:21][CH2:22]2)[CH:5]=[C:4]([O:23][C@H:24]([C:29]2[CH:34]=[CH:33][C:32]([C:35]3[CH:36]=[CH:37][CH:38]=[CH:39][CH:40]=3)=[CH:31][C:30]=2[N:41]2[CH:45]=[CH:44][C:43]([CH3:46])=[N:42]2)[C:25]([F:28])([F:27])[F:26])[N:3]=1 |f:1.2.3|. Procedure details: To a solution of (S)-ethyl 8-(2-amino-6-((R)-2,2,2-trifluoro-1-(3-(3-methyl-1H-pyrazol-1-yl)-[1,1′-biphenyl]-4-yl)ethoxy)pyrimidin-4-yl)-2,8-diazaspiro[4.5]decane-3-carboxylate (50 mg, 0.08 mmol) from Step 4 in THF (2.0 mL) and water (0.2 mL), was added lithium hydroxide monohydrate (58 mg, 0.05 mmol). The reaction mixture was stirred at RT for 2 h, then the solution was neutralized with 1 N HCl, and concentrated in vacuo. Purification by normal phase silica gel column (EtOAc/heptane) provided t... The reactants are BrCC=1OC(=C(N1)C1=CC=CC=C1)C1=CC=CC=C1 (2-bromomethyl-4,5-diphenyloxazole), OC=1C=C(C=CC1)CCC(=O)OC (methyl 3-(3-hydroxyphenyl)propanoate). Reaction conditions: time 30 minute. The product is C1(=CC=CC=C1)C=1N=C(OC1C1=CC=CC=C1)COC=1C=C(C=CC1)CCC(=O)OC (methyl 3-[3-((4,5-diphenyl-2-oxazolyl)methoxy]phenyl]propanoate). The yield is 833.6%. Reaction SMILES: Br[CH2:2][C:3]1[O:4][C:5]([C:14]2[CH:19]=[CH:18][CH:17]=[CH:16][CH:15]=2)=[C:6]([C:8]2[CH:13]=[CH:12][CH:11]=[CH:10][CH:9]=2)[N:7]=1.[OH:20][C:21]1[CH:22]=[C:23]([CH2:27][CH2:28][C:29]([O:31][CH3:32])=[O:30])[CH:24]=[CH:25][CH:26]=1>>[C:8]1([C:6]2[N:7]=[C:3]([CH2:2][O:20][C:21]3[CH:22]=[C:23]([CH2:27][CH2:28][C:29]([O:31][CH3:32])=[O:30])[CH:24]=[CH:25][CH:26]=3)[O:4][C:5]=2[C:14]2[CH:19]=[CH:18][CH:17]=[CH:16][CH:15]=2)[CH:13]=[CH:12][CH:11]=[CH:10][CH:9]=1. Procedure: A mixture of 2-bromomethyl-4,5-diphenyloxazole (10.00 g, 3 mmol), methyl 3-(3-hydroxyphenyl)propanoate (5.73 g, 3 mmol) potassium carbonate (4.83 g, 3.5 mmol) potassium iodide (catalytic amount) and acetonetrile (150 mL) was stirred at reflux temperature. After 30 minutes, the mixture was filtered, concentrated in vacuo and the residual oil chromatographed on a column of silica gel. Elution with a mixture of hexanes and diethyl ether (3:1) furnished methyl 3-[3-((4,5-diphenyl-2-oxazolyl)methoxy]...